This data is from the Open Reaction Database (ORD), a public repository of structured organic reaction records. The task is: describe an organic reaction: reactants, conditions, products, and yield The solvent is C(C)O (ethanol). Reaction conditions: time 30 minute. As a reaction SMILES: [NH2:1][OH:2].CO.Cl[C:6]1[N:11]=[CH:10][N:9]=[C:8]2[N:12]([CH3:23])[N:13]=[C:14]([C:15]3[O:16][C:17]([N+:20]([O-:22])=[O:21])=[CH:18][CH:19]=3)[C:7]=12>C(O)C>[OH:2][NH:1][C:6]1[N:11]=[CH:10][N:9]=[C:8]2[N:12]([CH3:23])[N:13]=[C:14]([C:15]3[O:16][C:17]([N+:20]([O-:22])=[O:21])=[CH:18][CH:19]=3)[C:7]=12. Reported procedure: A solution containing 0.7 grams of anhydrous hydroxylamine in 50 millilitres if methanol was added to a solution containing 1.4 grams of 4-chloro-1-methyl-3-(5-nitro-2-furyl)-1H-pyrazolo [3,4-d]pyrimidine dissolved in 600 millilitres of ethanol, at a temperature of 30° C. and the mixture was allowed to stand for 30 minutes at room temperature. The mixture was gently heated at reflux for a further 15 minutes and cooled. The crystalline product was washed with ether and dried. Recrystallisation fr... The product is ONC1=C2C(=NC=N1)N(N=C2C=2OC(=CC2)[N+](=O)[O-])C (4-hydroxyamino-1-methyl-3-(5-nitro-2-furyl)-1H-pyrazolo [3,4-d] pyrimidine). Reactants: NO (hydroxylamine), CO (methanol), ClC1=C2C(=NC=N1)N(N=C2C=2OC(=CC2)[N+](=O)[O-])C (4-chloro-1-methyl-3-(5-nitro-2-furyl)-1H-pyrazolo [3,4-d]pyrimidine). Reactants: COc1cc2nccc(Oc3ccc(N)cc3)c2cc1OC, Cc1ccccc1, Cc1cccc(Cl)c1N=C=O. The product is COc1cc2nccc(Oc3ccc(NC(=O)Nc4c(C)cccc4Cl)cc3)c2cc1OC. As a reaction SMILES: [CH3:1][O:2][c:3]1[cH:4][c:5]2[c:6]([O:15][c:16]3[cH:17][cH:18][c:19]([NH2:22])[cH:20][cH:21]3)[cH:7][cH:8][n:9][c:10]2[cH:11][c:12]1[O:13][CH3:14].[CH3:34][c:35]1[cH:36][cH:37][cH:38][cH:39][cH:40]1.[Cl:23][c:24]1[c:25]([N:31]=[C:32]=[O:33])[c:26]([CH3:30])[cH:27][cH:28][cH:29]1>>[CH3:1][O:2][c:3]1[cH:4][c:5]2[c:6]([O:15][c:16]3[cH:17][cH:18][c:19]([NH:22][C:32]([NH:31][c:25]4[c:24]([Cl:23])[cH:29][cH:28][cH:27][c:26]4[CH3:30])=[O:33])[cH:20][cH:21]3)[cH:7][cH:8][n:9][c:10]2[cH:11][c:12]1[O:13][CH3:14]. The reactants are BrCC(=O)C1CCN(CC1)C(=O)OCC=C (allyl 4-(bromoacetyl)piperidine-1-carboxylate), ClC1=CC=C(C=C1)CC(N)=S (2-(4-chlorophenyl)ethanethioamide). The solvent is C(C)O (ethanol). The product is ClC1=CC=C(CC=2SC=C(N2)C2CCN(CC2)C(=O)OCC=C)C=C1 (allyl 4-[2-(4-chlorobenzyl)-1,3-thiazol-4-yl]piperidine-1-carboxylate). RXN SMILES: Br[CH2:2][C:3]([CH:5]1[CH2:10][CH2:9][N:8]([C:11]([O:13][CH2:14][CH:15]=[CH2:16])=[O:12])[CH2:7][CH2:6]1)=O.[Cl:17][C:18]1[CH:23]=[CH:22][C:21]([CH2:24][C:25](=[S:27])[NH2:26])=[CH:20][CH:19]=1>C(O)C>[Cl:17][C:18]1[CH:19]=[CH:20][C:21]([CH2:24][C:25]2[S:27][CH:2]=[C:3]([CH:5]3[CH2:10][CH2:9][N:8]([C:11]([O:13][CH2:14][CH:15]=[CH2:16])=[O:12])[CH2:7][CH2:6]3)[N:26]=2)=[CH:22][CH:23]=1. Reported procedure: A mixture of allyl 4-(bromoacetyl)piperidine-1-carboxylate (547 mg) and 2-(4-chlorophenyl)ethanethioamide (366 mg) in ethanol (15 ml) was refluxed for 5 hours. The reaction mixture was evaporated to dryness and the residue was purified by chromatography on silica eluting with methanol/dichloromethane (2:98) to give allyl 4-[2-(4-chlorobenzyl)-1,3-thiazol-4-yl]piperidine-1-carboxylate. Yield 698 mg. NMR (CDCl3): 1.65 (m, 2H), 2.25 (m, 2H), 2.95 (m, 2H), 3.2 (m, 1H), 4.3 (m, 2H), 4.55 (m, 4H), 5.3... Starting materials: C(#N)NC(SC)=NCCSCC=1SC=CN1 (N-cyano-N'-{2-[(thiazol-2-yl)methylthio]ethyl}-S-methylisothiourea), C(C#C)N (propargylamine). Solvent: CO (methanol). Yields the product C(#N)NC(=NCCSCC=1SC=CN1)NCC#C (N-Cyano-N'-(2-propyn-1-yl)-N"-{2-[(thiazol-2-yl)methylthio]ethyl}guanidine). RXN SMILES: [C:1]([NH:3][C:4](=[N:7][CH2:8][CH2:9][S:10][CH2:11][C:12]1[S:13][CH:14]=[CH:15][N:16]=1)SC)#[N:2].[CH2:17]([NH2:20])[C:18]#[CH:19]>CO>[C:1]([NH:3][C:4]([NH:20][CH2:17][C:18]#[CH:19])=[N:7][CH2:8][CH2:9][S:10][CH2:11][C:12]1[S:13][CH:14]=[CH:15][N:16]=1)#[N:2]. Reported procedure: A mixture of N-cyano-N'-{2-[(thiazol-2-yl)methylthio]ethyl}-S-methylisothiourea [prepared according to the procedure described in U.S. Pat. No. 3,950,333] (4.40 g, 16.1 mmole) and propargylamine (8.8 ml) in methanol (35 ml) was stirred and heated to reflux temperature under a positive pressure of nitrogen for 16 hours. The reaction mixture was evaporated under reduced pressure, the residue dissolved in warm isopropanol, and then cooled and filtered to yield 2.26 g of product. Recrystallization f... Starting materials: BrC=1C=NC2=CC=CC=C2C1 (3-bromoquinoline), C(CCCC#C)O (5-hexyn-1-ol), cuprous iodide. Reagents/catalysts: Cl[Pd]([P](C1=CC=CC=C1)(C2=CC=CC=C2)C3=CC=CC=C3)([P](C4=CC=CC=C4)(C5=CC=CC=C5)C6=CC=CC=C6)Cl (bis(triphenylphosphine)palladium dichloride). Run in ClCCl (dichloromethane), C(C)N(CC)CC (triethylamine). The product is N1=CC(=CC2=CC=CC=C12)C#CCCCCO (6-(3-quinolinyl)-5-hexyn-1-ol). Yield: 88.7%. As a reaction SMILES: Br[C:2]1[CH:3]=[N:4][C:5]2[C:10]([CH:11]=1)=[CH:9][CH:8]=[CH:7][CH:6]=2.[CH2:12]([OH:18])[CH2:13][CH2:14][CH2:15][C:16]#[CH:17]>ClCCl.C(N(CC)CC)C.Cl[Pd](Cl)([P](C1C=CC=CC=1)(C1C=CC=CC=1)C1C=CC=CC=1)[P](C1C=CC=CC=1)(C1C=CC=CC=1)C1C=CC=CC=1>[N:4]1[C:5]2[C:10](=[CH:9][CH:8]=[CH:7][CH:6]=2)[CH:11]=[C:2]([C:17]#[C:16][CH2:15][CH2:14][CH2:13][CH2:12][OH:18])[CH:3]=1 |^1:31,50|. Reported procedure: 6-(3-Quinolinyl)-5-hexyn-1-ol was prepared in the manner described above in Example 105 starting with 15.0 g of 3-bromoquinoline, 8.5 g of 5-hexyn-1-ol, 1.05 g of bis(triphenylphosphine)palladium dichloride and 0.10 g of cuprous iodide in 115 ml of dichloromethane and 28.5 ml of triethylamine. The crude product was chromatographed on a preparative high pressure liquid chromatograph eluting with 2.5% methanol-dichloromethane to give 14.4 g (89%) of 6-(3-quinolinyl)-5-hexyn-1-ol as a colorless oil... Reaction SMILES: [Br:26][CH2:27][c:28]1[cH:29][cH:30][c:31]([C:32]#[N:33])[cH:34][cH:35]1.[CH3:41][CH2:42][O:43][C:44](=[O:45])[CH3:46].[Cl:1][c:2]1[cH:3][cH:4][c:5](-[c:8]2[c:9](-[c:20]3[cH:21][cH:22][n:23][cH:24][cH:25]3)[c:10]3[n:11]([nH:12][c:13]2=[O:14])[c:15](=[O:19])[n:16]([CH3:18])[n:17]3)[cH:6][cH:7]1.[O:36]=[CH:37][N:38]([CH3:39])[CH3:40]>>[Cl:1][c:2]1[cH:3][cH:4][c:5](-[c:8]2[c:9](-[c:20]3[cH:21][cH:22][n:23][cH:24][cH:25]3)[c:10]3[n:11]([n:12]([CH2:27][c:28]4[cH:29][cH:30][c:31]([C:32]#[N:33])[cH:34][cH:35]4)[c:13]2=[O:14])[c:15](=[O:19])[n:16]([CH3:18])[n:17]3)[cH:6][cH:7]1. Yields the product Cn1nc2c(-c3ccncc3)c(-c3ccc(Cl)cc3)c(=O)n(Cc3ccc(C#N)cc3)n2c1=O. The reactants are N#Cc1ccc(CBr)cc1, CCOC(C)=O, Cn1nc2c(-c3ccncc3)c(-c3ccc(Cl)cc3)c(=O)[nH]n2c1=O, CN(C)C=O. Reactants: Cc1c[nH]nc1C, CO. Product: Cc1cn(CO)nc1C. RXN SMILES: [CH3:1][c:2]1[n:3][nH:4][cH:5][c:6]1[CH3:7].[CH3:8][OH:9]>>[CH3:1][c:2]1[n:3][n:4]([CH2:8][OH:9])[cH:5][c:6]1[CH3:7].